From a dataset of the Open Reaction Database (ORD), a public repository of structured organic reaction records. describe an organic reaction: reactants, conditions, products, and yield Reactants: ClCCOC1=CC=C(C=C1)C(=C(CC)C1=CC(N(C=C1)C)=O)C1=CC=C(C=C1)O (4-(1-(4-(2-chloroethoxy)phenyl)-1-(4-hydroxyphenyl)-but-1-en-2-yl)-1-methylpyridin-2(1H)-one), CN (CH3NH2). The solvent is CO (MeOH). Conditions: temperature 85 celsius. Product: OC1=CC=C(C=C1)/C(=C(\CC)/C1=CC(N(C=C1)C)=O)/C1=CC=C(C=C1)OCCNC ((Z)-4-(1-(4-hydroxyphenyl)-1-(4-(2-(methylamino)ethoxy) phenyl)but-1-en-2-yl)-1-methylpyridin-2(1H)-one), mixture. The yield is 49.0%. Reaction SMILES: Cl[CH2:2][CH2:3][O:4][C:5]1[CH:10]=[CH:9][C:8]([C:11]([C:23]2[CH:28]=[CH:27][C:26]([OH:29])=[CH:25][CH:24]=2)=[C:12]([C:15]2[CH:20]=[CH:19][N:18]([CH3:21])[C:17](=[O:22])[CH:16]=2)[CH2:13][CH3:14])=[CH:7][CH:6]=1.[CH3:30][NH2:31]>CO>[OH:29][C:26]1[CH:27]=[CH:28][C:23](/[C:11](/[C:8]2[CH:9]=[CH:10][C:5]([O:4][CH2:3][CH2:2][NH:31][CH3:30])=[CH:6][CH:7]=2)=[C:12](/[C:15]2[CH:20]=[CH:19][N:18]([CH3:21])[C:17](=[O:22])[CH:16]=2)\[CH2:13][CH3:14])=[CH:24][CH:25]=1. Procedure: To a stirred solution of 4-(1-(4-(2-chloroethoxy)phenyl)-1-(4-hydroxyphenyl)-but-1-en-2-yl)-1-methylpyridin-2(1H)-one (30 mg, 1.0 eq) in 10 mL MeOH was added 5 mL 30% CH3NH2 (aq), and the mixture was then heated at 85° C. for 36 h. Then the solvent was removed in vacuo, water was added to the residue and extracted with EtOAc. The extract was dried, concentrated, and purified by column chromatography to give the desired product (3 mg, Z-isomer), E-isomer (2 mg), and Z/E mixture (230 mg, 49% yield...